From a dataset of the Open Reaction Database (ORD), a public repository of structured organic reaction records. describe an organic reaction: reactants, conditions, products, and yield RXN SMILES: [Br:6][c:7]1[cH:8][cH:9][c:10]([CH3:13])[cH:11][cH:12]1.[CH3:14][O:15][C:16]([c:17]1[c:18]([I:23])[cH:19][cH:20][cH:21][cH:22]1)=[O:24].[CH3:25][CH2:26][CH2:27][CH2:28][CH2:29][CH3:30].[Cl-:36].[Cl-:38].[Li:1][CH2:2][CH2:3][CH2:4][CH3:5].[O:31]1[CH2:32][CH2:33][CH2:34][CH2:35]1.[Zn+2:37]>>[c:7]1(-[c:18]2[c:17]([C:16]([O:15][CH3:14])=[O:24])[cH:22][cH:21][cH:20][cH:19]2)[cH:8][cH:9][c:10]([CH3:13])[cH:11][cH:12]1. Product: COC(=O)c1ccccc1-c1ccc(C)cc1. Reactants: Cc1ccc(Br)cc1, COC(=O)c1ccccc1I, CCCCCC, [Cl-], [Cl-], [Li]CCCC, C1CCOC1, [Zn+2]. Reactants: N1=CC=C(C=C1)CO (4-pyridinemethanol), BrCCC1=CC=CC=C1 (2-bromoethylbenzene). Run in CN(C=O)C (dimethylformamide). Reaction conditions: time 3 hour. Product: [Br-].C1(=CC=CC=C1)CC[N+]1=CC=C(C=C1)CO (1-(2-phenylethyl)-4-hydroxymethylpyridinium bromide). Yield: 79.6%. RXN SMILES: [N:1]1[CH:6]=[CH:5][C:4]([CH2:7][OH:8])=[CH:3][CH:2]=1.[Br:9][CH2:10][CH2:11][C:12]1[CH:17]=[CH:16][CH:15]=[CH:14][CH:13]=1>CN(C)C=O>[Br-:9].[C:12]1([CH2:11][CH2:10][N+:1]2[CH:6]=[CH:5][C:4]([CH2:7][OH:8])=[CH:3][CH:2]=2)[CH:17]=[CH:16][CH:15]=[CH:14][CH:13]=1 |f:3.4|. Reported procedure: A mixture of 10.9 g of 4-pyridinemethanol, 25 g of 2-bromoethylbenzene an 30 mL of dimethylformamide was stirred in a 90° oil bath for 3 hours. Removal of the solvent and crystallization of the residue from 30 mL of ethanol gave 23.4 g (80%) of 1-(2-phenylethyl)-4-hydroxymethylpyridinium bromide, mp 132°-134°. NMR (DMSO) δ8.9 (d, 2H): 8.0 (d, 2H); 7.2-7.4 (m, 5H); 6.0 (t, 1H), 4.8-4.9 (d+t, 4H); 3.3 (t, 2H). The reactants are C(=O)(O)[O-].[Na+] (NaHCO3), COC(C1=CC(=NC=N1)O)OC (6-Dimethoxymethyl-pyrimidin-4-ol), Cl.NO (Hydroxylamine hydrochloride), [OH-].[Na+] (NaOH), C(=O)(O)[O-].[Na+] (NaHCO3). Solvent: OS(=O)(=O)O (H2SO4), OS(=O)(=O)O (H2SO4). Conditions: temperature 67 celsius, time 30 minute. The product is OC1=CC(=NC=N1)C=NO (6-hydroxy-pyrimidine-4-carbaldehyde oxime). As a reaction SMILES: CO[CH:3](OC)[C:4]1[N:9]=[CH:8][N:7]=[C:6]([OH:10])[CH:5]=1.[OH-:13].[Na+].C([O-])(O)=O.[Na+].Cl.[NH2:21]O>OS(O)(=O)=O>[OH:10][C:6]1[N:7]=[CH:8][N:9]=[C:4]([CH:3]=[N:21][OH:13])[CH:5]=1 |f:1.2,3.4,5.6|. Procedure details: 6-Dimethoxymethyl-pyrimidin-4-ol (12.5 g, 73 mmol, prepared according to the procedure of J. Adams et al Biorg. Med. Chem. Lett. 8, 22, 1998, 3111-3116) was dissolved in 0.5% aqueous H2SO4 (100 ml) and stirred at 67° C. for about 30 min. 10% aqueous H2SO4 (5 ml) was added, and the reaction was stirred at 70° C. for 1.5 h. The mixture was cooled to 5° C. and stirred. NaOH solution was added (1 N, 33 ml) followed by saturated aqueous NaHCO3 (to adjust the pH to 7.5). Hydroxylamine hydrochloride wa... Starting materials: CC1(N2CCOCC2)CCC2(CC1)OCCO2, Cl, O. Product: CC1(N2CCOCC2)CCC(=O)CC1. RXN SMILES: [CH3:1][C:2]1([N:12]2[CH2:13][CH2:14][O:15][CH2:16][CH2:17]2)[CH2:3][CH2:4][C:5]2([O:6][CH2:9][CH2:8][O:7]2)[CH2:10][CH2:11]1.[ClH:18].[OH2:19]>>[CH3:1][C:2]1([N:12]2[CH2:13][CH2:14][O:15][CH2:16][CH2:17]2)[CH2:3][CH2:4][C:5](=[O:6])[CH2:10][CH2:11]1.